The task is: describe an organic reaction: reactants, conditions, products, and yield. This data is from the Open Reaction Database (ORD), a public repository of structured organic reaction records. Starting materials: C1(=CC=C(C=C1)CCC(=O)C1=NN=C(O1)C1=CC=CC(=N1)C(=O)OC)C1=CC=CC=C1 (Methyl 6-(5-(3-(Biphenyl-4-yl)propanoyl)-1,3,4-oxadiazol-2-yl)-picolinate). Solvent: CC(=O)O.CCOC(=O)C (AcOH EtOAc). Product: C1(=CC=C(C=C1)CCC(=O)C1=NN=C(O1)C1=CC=CC(=N1)C(=O)O)C1=CC=CC=C1 (6-(5-(3-(Biphenyl-4-yl)propanoyl)-1,3,4-oxadiazol-2-yl)-picolinic Acid). The yield is 100.2%. Reaction SMILES: [C:1]1([C:26]2[CH:31]=[CH:30][CH:29]=[CH:28][CH:27]=2)[CH:6]=[CH:5][C:4]([CH2:7][CH2:8][C:9]([C:11]2[O:15][C:14]([C:16]3[N:21]=[C:20]([C:22]([O:24]C)=[O:23])[CH:19]=[CH:18][CH:17]=3)=[N:13][N:12]=2)=[O:10])=[CH:3][CH:2]=1>CC(O)=O.CCOC(C)=O>[C:1]1([C:26]2[CH:31]=[CH:30][CH:29]=[CH:28][CH:27]=2)[CH:2]=[CH:3][C:4]([CH2:7][CH2:8][C:9]([C:11]2[O:15][C:14]([C:16]3[N:21]=[C:20]([C:22]([OH:24])=[O:23])[CH:19]=[CH:18][CH:17]=3)=[N:13][N:12]=2)=[O:10])=[CH:5][CH:6]=1 |f:1.2|. Procedure: The title compound was prepared from 28 (8.7 mg, 0.021 mmol) following general procedure A. Preparative thin layer chromatography (SiO2, 0-4% AcOH-EtOAc) afforded the title compound (8.4 mg, 100%) as a white solid: 1H NMR (DMSO-d6+0.1% TFA, 600 MHz) δ 8.32 (d, 1H, J=7.7 Hz), 8.17 (d, 1H, J=7.8 Hz), 8.01 (t, 1H, J=7.9 Hz), 7.85 (br s, 1H), 7.48 (d, 2H, J=7.4 Hz), 7.45 (d, 2H, J=8.1 Hz), 7.28 (t, 2H, J=7.7 Hz), 7.25 (d, 2H, J=8.1 Hz), 7.18 (t, 1H, J=7.3 Hz), 3.45 (t, 2H, J=7.4 Hz), 3.01 (t, 2H, J=...